This data is from the Open Reaction Database (ORD), a public repository of structured organic reaction records. The task is: describe an organic reaction: reactants, conditions, products, and yield The reactants are ClC1=CC2=C(C(C3=NC=CC=C3CS2)Cl)C=C1 (8,11-dichloro-5,11-dihydro-[1]benzothiepino[4,3-b]pyridine), N1CCNCC1 (piperazine). The solvent is C1CCOC1 (THF), C1CCOC1 (THF). Run at time 5 hour. The product is ClC1=CC2=C(C(C3=NC=CC=C3CS2)N2CCNCC2)C=C1 (1-(8-Chloro-5,11-dihydro-[1]benzothiepino[4,3-b]pyridin-11-yl)-piperazine). Yield: 91.5%. RXN SMILES: [Cl:1][C:2]1[CH:17]=[CH:16][C:5]2[CH:6](Cl)[C:7]3[C:12]([CH2:13][S:14][C:4]=2[CH:3]=1)=[CH:11][CH:10]=[CH:9][N:8]=3.[NH:18]1[CH2:23][CH2:22][NH:21][CH2:20][CH2:19]1>C1COCC1>[Cl:1][C:2]1[CH:17]=[CH:16][C:5]2[CH:6]([N:18]3[CH2:23][CH2:22][NH:21][CH2:20][CH2:19]3)[C:7]3[C:12]([CH2:13][S:14][C:4]=2[CH:3]=1)=[CH:11][CH:10]=[CH:9][N:8]=3. Reported procedure: A slurry of 8,11-dichloro-5,11-dihydro-[1]benzothiepino[4,3-b]pyridine (3.79 g, 13.43 mmol) in THF (25 ml) was added dropwise to piperazine (3.53 g, 157 mmol) in THF (50 ml) over 45 minutes. The mixture was stirred at room temperature for 5 hours and the reaction was then quenched with the slow addition of NaOH (200 ml, 2.5N) and extracted with CH2Cl2 (400 ml and 4×100 ml). The combined organic layers were washed with brine, dried (Na2SO4), decanted and concentrated; the crude product was purifi... The reactants are [Cl-].CC1=C(C[P+](C2=CC=CC=C2)(C2=CC=CC=C2)C2=CC=CC=C2)C(=CC=C1)C ((2,6-dimethylbenzyl)(triphenyl)phosphonium chloride), C(=O)C1CCN(CC1)C(=O)OC(C)(C)C (tert-butyl 4-formylpiperidine-1-carboxylate). Product: CC1=C(C(=CC=C1)C)\C=C/C1CCN(CC1)C(=O)OC(C)(C)C (tert-butyl 4-[(Z)-2-(2,6-dimethylphenyl)vinyl]piperidine-1-carboxylate), CC1=C(C(=CC=C1)C)/C=C/C1CCN(CC1)C(=O)OC(C)(C)C (tert-butyl 4-[(E)-2-(2,6-dimethylphenyl)vinyl]piperidine-1-carboxylate). RXN SMILES: [Cl-].[CH3:2][C:3]1[CH:28]=[CH:27][CH:26]=[C:25]([CH3:29])[C:4]=1[CH2:5][P+](C1C=CC=CC=1)(C1C=CC=CC=1)C1C=CC=CC=1.[CH:30]([CH:32]1[CH2:37][CH2:36][N:35]([C:38]([O:40][C:41]([CH3:44])([CH3:43])[CH3:42])=[O:39])[CH2:34][CH2:33]1)=O>>[CH3:29][C:25]1[CH:26]=[CH:27][CH:28]=[C:3]([CH3:2])[C:4]=1/[CH:5]=[CH:30]\[CH:32]1[CH2:37][CH2:36][N:35]([C:38]([O:40][C:41]([CH3:42])([CH3:44])[CH3:43])=[O:39])[CH2:34][CH2:33]1.[CH3:29][C:25]1[CH:26]=[CH:27][CH:28]=[C:3]([CH3:2])[C:4]=1/[CH:5]=[CH:30]/[CH:32]1[CH2:37][CH2:36][N:35]([C:38]([O:40][C:41]([CH3:42])([CH3:44])[CH3:43])=[O:39])[CH2:34][CH2:33]1 |f:0.1|. Procedure details: As starting materials, 5.00 g of (2,6-dimethylbenzyl)(triphenyl)phosphonium chloride and 1.79 g of tert-butyl 4-formylpiperidine-1-carboxylate were used and treated in the same manner as in Example 1. The reaction mixture was then purified by silica gel column chromatography (hexane-ethyl acetate) to give 192 mg of tert-butyl 4-[(Z)-2-(2,6-dimethylphenyl)vinyl]piperidine-1-carboxylate (Example 2-1) and 1.96 g of tert-butyl 4-[(E)-2-(2,6-dimethylphenyl)vinyl]piperidine-1-carboxylate (Example 2-2)... Starting materials: Cc1ccn2c(C)c(-c3ccc4sc(=O)[nH]c4c3)nc2c1, ClCc1cccnc1. The product is Cc1ccn2c(C)c(-c3ccc4sc(=O)n(Cc5cccnc5)c4c3)nc2c1. RXN SMILES: [CH3:1][c:2]1[c:3](-[c:12]2[cH:13][cH:14][c:15]3[c:16]([nH:17][c:18](=[O:20])[s:19]3)[cH:21]2)[n:4][c:5]2[n:6]1[cH:7][cH:8][c:9]([CH3:11])[cH:10]2.[Cl:22][CH2:23][c:24]1[cH:25][n:26][cH:27][cH:28][cH:29]1>>[CH3:1][c:2]1[c:3](-[c:12]2[cH:13][cH:14][c:15]3[c:16]([n:17]([CH2:23][c:24]4[cH:25][n:26][cH:27][cH:28][cH:29]4)[c:18](=[O:20])[s:19]3)[cH:21]2)[n:4][c:5]2[n:6]1[cH:7][cH:8][c:9]([CH3:11])[cH:10]2. Reactants: thiobenzamides, C[O-].[Na+] (sodium methoxide), FC1=CC=C(C=C1)C1=CC2=C(N=C(CC(N2)=O)C=2C=C(C#N)C=CC2)C=C1 (3-[7-(4-Fluoro-phenyl)-4-oxo-4,5-dihydro-3H-benzo[b][1,4]diazepin-2-yl]-benzonitrile), N[C@@H](C(C)(C)S)C(=O)O (Pen), C[Si](S[Si](C)(C)C)(C)C (hexamethyldisilthiane). Run in O (water), CN1C(N(CC1)C)=O (1,3-dimethyl-2-imidazolidinone), CN1C(N(CC1)C)=O (1,3-dimethyl-2-imidazolidinone). Conditions: time 5 minute. Yields the product FC1=CC=C(C=C1)C1=CC2=C(N=C(CC(N2)=O)C=2C=C(C(=S)N)C=CC2)C=C1 (3-[7-(4-Fluoro-phenyl)-4-oxo-4,5-dihydro-3H-benzo[b][1,4]diazepin-2-yl]-thiobenzamide). As a reaction SMILES: N[C@H](C(O)=O)C([SH:6])(C)C.C[Si](C)(C)S[Si](C)(C)C.C[O-].[Na+].[F:22][C:23]1[CH:28]=[CH:27][C:26]([C:29]2[CH:48]=[CH:47][C:32]3[N:33]=[C:34]([C:39]4[CH:40]=[C:41]([CH:44]=[CH:45][CH:46]=4)[C:42]#[N:43])[CH2:35][C:36](=[O:38])[NH:37][C:31]=3[CH:30]=2)=[CH:25][CH:24]=1>CN1CCN(C)C1=O.O>[F:22][C:23]1[CH:24]=[CH:25][C:26]([C:29]2[CH:48]=[CH:47][C:32]3[N:33]=[C:34]([C:39]4[CH:40]=[C:41]([CH:44]=[CH:45][CH:46]=4)[C:42]([NH2:43])=[S:6])[CH2:35][C:36](=[O:38])[NH:37][C:31]=3[CH:30]=2)=[CH:27][CH:28]=1 |f:2.3|. Procedure details: Preparation of 4-oxo-4,5-dihydro-3H-benzo[b][1,4]diazepin-2-yl]-thiobenzamides (according to Pen-Yuan Lin et al. Synthesis 1992, 1219]: To a solution of hexamethyldisilthiane (1.45 g, 8.0 mmol) in 1,3-dimethyl-2-imidazolidinone (8 mL) was added at 23° C. sodium methoxide (0.31 g, 6.8 mmol). The mixture was stirred for 5 min. and the blue solution formed was then added to a solution of 3-[7-(4-fluoro-phenyl)-4-oxo-4,5-dihydro-3H-benzo[b][1,4]diazepin-2-yl]-benzonitrile (Example 57) (1.42 g, 4 mmo... Starting materials: CCCC[N+](CCCC)(CCCC)CCCC, CC#N, CCOCC, Cl, CS(=O)(=O)OCCN1C2CCC(OCc3cc(C(F)(F)F)cc(C(F)(F)F)c3)C1(c1ccccc1)CC2, [Na+], [OH-], O, O=S(=O)([O-])O, c1nc[nH]n1. Yields the product Cl, FC(F)(F)c1cc(COC2CCC3CCC2(c2ccccc2)N3CCn2cncn2)cc(C(F)(F)F)c1. As a reaction SMILES: [CH2:54]([N+:55]([CH2:56][CH2:57][CH2:58][CH3:59])([CH2:60][CH2:61][CH2:62][CH3:63])[CH2:64][CH2:65][CH2:66][CH3:67])[CH2:68][CH2:69][CH3:70].[CH3:46][C:47]#[N:48].[CH3:72][CH2:73][O:74][CH2:75][CH3:76].[ClH:45].[F:8][C:9]([c:10]1[cH:11][c:12]([CH2:20][O:21][CH:22]2[C:23]3([c:37]4[cH:38][cH:39][cH:40][cH:41][cH:42]4)[CH2:24][CH2:25][CH:26]([CH2:27][CH2:28]2)[N:29]3[CH2:30][CH2:31][O:32][S:33]([CH3:34])(=[O:35])=[O:36])[cH:13][c:14]([C:16]([F:17])([F:18])[F:19])[cH:15]1)([F:43])[F:44].[Na+:7].[OH-:6].[OH2:71].[S:49]([O-:50])([OH:51])(=[O:52])=[O:53].[nH:1]1[n:2][cH:3][n:4][cH:5]1>>[ClH:45].[n:1]1([CH2:31][CH2:30][N:29]2[C:23]3([c:37]4[cH:38][cH:39][cH:40][cH:41][cH:42]4)[CH:22]([O:21][CH2:20][c:12]4[cH:11][c:10]([C:9]([F:8])([F:43])[F:44])[cH:15][c:14]([C:16]([F:17])([F:18])[F:19])[cH:13]4)[CH2:28][CH2:27][CH:26]2[CH2:25][CH2:24]3)[n:2][cH:3][n:4][cH:5]1. Reactants: N1(C=CC=2C(=CC=CC12)C(=O)OCC1=CC=CC=C1)C(=O)OC(C)(C)C (4-benzyl 1-tert-butyl 1H-indole-1,4-dicarboxylate), [H][H] (hydrogen). As a reaction SMILES: [N:1]1([C:20]([O:22][C:23]([CH3:26])([CH3:25])[CH3:24])=[O:21])[C:9]2[CH:8]=[CH:7][CH:6]=[C:5]([C:10]([O:12]CC3C=CC=CC=3)=[O:11])[C:4]=2[CH:3]=[CH:2]1.[H][H]>[Pd].CO.O>[C:23]([O:22][C:20]([N:1]1[C:9]2[CH:8]=[CH:7][CH:6]=[C:5]([C:10]([OH:12])=[O:11])[C:4]=2[CH:3]=[CH:2]1)=[O:21])([CH3:26])([CH3:24])[CH3:25]. Isolated yield 61.2%. Product: C(C)(C)(C)OC(=O)N1C=CC=2C(=CC=CC12)C(=O)O (1-(tert-butoxycarbonyl)-1H-indole-4-carboxylic acid). The solvent is CO (MeOH), O (water). Reagents/catalysts: [Pd] (palladium on carbon). Procedure: The mixture of 4-benzyl 1-tert-butyl 1H-indole-1,4-dicarboxylate (6.37 g) and 10% palladium on carbon (964 mg) in MeOH (95.6 mL) and water (3.2 mL) was hydrogenated at 3.5 atm of hydrogen for 3.5 hours. The resulting mixture was filtered through a bed of celite and the filtrate was evaporated in vacuo. The residue was dissolved in chloroform (100 mL) and the solution was dried over anhydrous MgSO4, filtered and evaporated in vacuo. The residue was triturated with cold MeOH (20 mL) to give 1-(ter... Reactants: COc1ccccc1, CO, CC(COC(c1ccccc1)(c1ccccc1)c1ccccc1)Oc1cc(NS(=O)(=O)c2ccc(=O)n(C)c2)nc(SCc2cccc(F)c2F)n1, Cc1ccc(S(=O)(=O)O)cc1. Product: CC(CO)Oc1cc(NS(=O)(=O)c2ccc(=O)n(C)c2)nc(SCc2cccc(F)c2F)n1. RXN SMILES: [CH3:64][O:65][c:66]1[cH:67][cH:68][cH:69][cH:70][cH:71]1.[CH3:72][OH:73].[F:1][c:2]1[c:3]([CH2:9][S:10][c:11]2[n:12][c:13]([O:29][CH:30]([CH2:31][O:32][C:33]([c:34]3[cH:35][cH:36][cH:37][cH:38][cH:39]3)([c:40]3[cH:41][cH:42][cH:43][cH:44][cH:45]3)[c:46]3[cH:47][cH:48][cH:49][cH:50][cH:51]3)[CH3:52])[cH:14][c:15]([NH:17][S:18](=[O:19])(=[O:20])[c:21]3[cH:22][n:23]([CH3:28])[c:24](=[O:27])[cH:25][cH:26]3)[n:16]2)[cH:4][cH:5][cH:6][c:7]1[F:8].[c:53]1([CH3:54])[cH:55][cH:56][c:57]([S:58]([OH:59])(=[O:60])=[O:61])[cH:62][cH:63]1>>[F:1][c:2]1[c:3]([CH2:9][S:10][c:11]2[n:12][c:13]([O:29][CH:30]([CH2:31][OH:32])[CH3:52])[cH:14][c:15]([NH:17][S:18](=[O:19])(=[O:20])[c:21]3[cH:22][n:23]([CH3:28])[c:24](=[O:27])[cH:25][cH:26]3)[n:16]2)[cH:4][cH:5][cH:6][c:7]1[F:8]. Starting materials: Nc1cnc(OCC(F)(F)F)c(-c2ccc(Cl)cc2)c1, O=C(O)c1ccco1. The product is O=C(Nc1cnc(OCC(F)(F)F)c(-c2ccc(Cl)cc2)c1)c1ccco1. As a reaction SMILES: [Cl:1][c:2]1[cH:3][cH:4][c:5](-[c:8]2[cH:9][c:10]([NH2:20])[cH:11][n:12][c:13]2[O:14][CH2:15][C:16]([F:17])([F:18])[F:19])[cH:6][cH:7]1.[o:21]1[c:22]([C:26](=[O:27])[OH:28])[cH:23][cH:24][cH:25]1>>[Cl:1][c:2]1[cH:3][cH:4][c:5](-[c:8]2[cH:9][c:10]([NH:20][C:26]([c:22]3[o:21][cH:25][cH:24][cH:23]3)=[O:27])[cH:11][n:12][c:13]2[O:14][CH2:15][C:16]([F:17])([F:18])[F:19])[cH:6][cH:7]1.